This data is from the Open Reaction Database (ORD), a public repository of structured organic reaction records. The task is: describe an organic reaction: reactants, conditions, products, and yield Starting materials: BrC1=CC=C(C=C1)OC (4-bromoanisole), C(CCC)[Li] (n-butyllithium), hexanes, CN1C2CC(CC1CC2)=O (8-methyl-8-azabicyclo-[3.2.1]octan-3-one). Solvent: O1CCCC1 (tetrahydrofuran). Product: COC1=CC=C(C=C1)C1(CC2CCC(C1)N2C)O (3-(4-Methoxyphenyl)-8-methyl-8-azabicyclo[3.2.1]octan-3-ol). As a reaction SMILES: Br[C:2]1[CH:7]=[CH:6][C:5]([O:8][CH3:9])=[CH:4][CH:3]=1.C([Li])CCC.[CH3:15][N:16]1[CH:21]2[CH2:22][CH2:23][CH:17]1[CH2:18][C:19](=[O:24])[CH2:20]2>O1CCCC1>[CH3:9][O:8][C:5]1[CH:6]=[CH:7][C:2]([C:19]2([OH:24])[CH2:20][CH:21]3[N:16]([CH3:15])[CH:17]([CH2:23][CH2:22]3)[CH2:18]2)=[CH:3][CH:4]=1. Procedure details: The title compound was prepared from 4-bromoanisole (15.1 g, 80.5 mmol), n-butyllithium in hexanes (31.2 mL, 2.5 M; 77.9 mmol) and 8-methyl-8-azabicyclo-[3.2.1]octan-3-one (5 g, 36 mmol) in anhydrous tetrahydrofuran (40 mL). Yield 2.1 g (24%), m.p. 161.8-162.3° C.